Dataset: the Open Reaction Database (ORD), a public repository of structured organic reaction records. Task: describe an organic reaction: reactants, conditions, products, and yield The reactants are BrC1=CC2=NC=CC(=C2S1)OC1=C(C=C(C=C1)[N+](=O)[O-])F (2-Bromo-7-(2-fluoro-4-nitro-phenoxy)-thieno[3,2-b]pyridine), CN(CCCOC1=NC=C(C=C1)B1OC(C(O1)(C)C)(C)C)C (N,N-dimethyl-3-(5-(4,4,5,5-tetramethyl-1,3,2-dioxaborolan-2-yl)pyridin-2-yloxy)propan-1-amine), [F-].[Cs+] (Cesium fluoride), C([O-])(O)=O.[Na+] (sodium bicarbonate). The reagents and catalysts are C=1C=CC(=CC1)[P](C=2C=CC=CC2)(C=3C=CC=CC3)[Pd]([P](C=4C=CC=CC4)(C=5C=CC=CC5)C=6C=CC=CC6)([P](C=7C=CC=CC7)(C=8C=CC=CC8)C=9C=CC=CC9)[P](C=1C=CC=CC1)(C=1C=CC=CC1)C=1C=CC=CC1 (tetrakis(triphenylphosphine)palladium). The solvent is COCCOC (DME), O (water). Product: FC1=C(OC2=C3C(=NC=C2)C=C(S3)C=3C=CC(=NC3)OCCCN(C)C)C=CC(=C1)[N+](=O)[O-] (3-(5-(7-(2-Fluoro-4-nitrophenoxy)thieno[3,2-b]pyridin-2-yl)pyridin-2-yloxy)-N,N-dimethylpropan-1-amine). The yield is 72.4%. RXN SMILES: Br[C:2]1[S:10][C:9]2[C:4](=[N:5][CH:6]=[CH:7][C:8]=2[O:11][C:12]2[CH:17]=[CH:16][C:15]([N+:18]([O-:20])=[O:19])=[CH:14][C:13]=2[F:21])[CH:3]=1.[CH3:22][N:23]([CH3:43])[CH2:24][CH2:25][CH2:26][O:27][C:28]1[CH:33]=[CH:32][C:31](B2OC(C)(C)C(C)(C)O2)=[CH:30][N:29]=1.[F-].[Cs+].C(=O)(O)[O-].[Na+]>COCCOC.O.C1C=CC([P]([Pd]([P](C2C=CC=CC=2)(C2C=CC=CC=2)C2C=CC=CC=2)([P](C2C=CC=CC=2)(C2C=CC=CC=2)C2C=CC=CC=2)[P](C2C=CC=CC=2)(C2C=CC=CC=2)C2C=CC=CC=2)(C2C=CC=CC=2)C2C=CC=CC=2)=CC=1>[F:21][C:13]1[CH:14]=[C:15]([N+:18]([O-:20])=[O:19])[CH:16]=[CH:17][C:12]=1[O:11][C:8]1[CH:7]=[CH:6][N:5]=[C:4]2[CH:3]=[C:2]([C:31]3[CH:32]=[CH:33][C:28]([O:27][CH2:26][CH2:25][CH2:24][N:23]([CH3:22])[CH3:43])=[N:29][CH:30]=3)[S:10][C:9]=12 |f:2.3,4.5,^1:61,63,82,101|. Procedure details: Bromothienopyridine 50 (1.22 g, 3.30 mmol), N,N-dimethyl-3-(5-(4,4,5,5-tetramethyl-1,3,2-dioxaborolan-2-yl)pyridin-2-yloxy)propan-1-amine (1.15 g, 3.76 mmol), and tetrakis(triphenylphosphine)palladium (0.14 g, 0.12 mmol) were dissolved in dry DME (100 mL). Cesium fluoride (1.51 g, 10.0 mmol) and sodium bicarbonate (0.81 g, 9.6 mmol) were dissolved in water (5 ml each) and added to the reaction mixture, which was degassed with a stream of N2, then heated to reflux for 4 h, cooled, and concentrate... Reactants: CCCCCCCCCCCc1noc(-c2cccc(C=O)c2)n1, NCCc1ccc(Cl)c(Cl)c1. Product: CCCCCCCCCCCc1noc(-c2cccc(CNCCc3ccc(Cl)c(Cl)c3)c2)n1. RXN SMILES: [CH2:1]([CH2:2][CH2:3][CH2:4][CH2:5][CH2:6][CH2:7][CH2:8][CH2:9][CH2:10][CH3:11])[c:12]1[n:13][o:14][c:15](-[c:17]2[cH:18][c:19]([CH:20]=[O:21])[cH:22][cH:23][cH:24]2)[n:16]1.[Cl:25][c:26]1[cH:27][c:28]([CH2:33][CH2:34][NH2:35])[cH:29][cH:30][c:31]1[Cl:32]>>[CH2:1]([CH2:2][CH2:3][CH2:4][CH2:5][CH2:6][CH2:7][CH2:8][CH2:9][CH2:10][CH3:11])[c:12]1[n:13][o:14][c:15](-[c:17]2[cH:18][c:19]([CH2:20][NH:35][CH2:34][CH2:33][c:28]3[cH:27][c:26]([Cl:25])[c:31]([Cl:32])[cH:30][cH:29]3)[cH:22][cH:23][cH:24]2)[n:16]1.